From a dataset of the Open Reaction Database (ORD), a public repository of structured organic reaction records. describe an organic reaction: reactants, conditions, products, and yield The reactants are CNC(=S)NCC1CN(c2ccc(N3CCOCC3)c(F)c2)C(=O)O1, C1COCCO1. Yields the product O=C1OC(CNC=S)CN1c1ccc(N2CCOCC2)c(F)c1. As a reaction SMILES: [F:1][c:2]1[cH:3][c:4]([N:14]2[C:15](=[O:25])[O:16][CH:17]([CH2:19][NH:20][C:21](=[S:22])[NH:23][CH3:24])[CH2:18]2)[cH:5][cH:6][c:7]1[N:8]1[CH2:9][CH2:10][O:11][CH2:12][CH2:13]1.[O:26]1[CH2:27][CH2:28][O:29][CH2:30][CH2:31]1>>[F:1][c:2]1[cH:3][c:4]([N:14]2[C:15](=[O:25])[O:16][CH:17]([CH2:19][NH:20][CH:21]=[S:22])[CH2:18]2)[cH:5][cH:6][c:7]1[N:8]1[CH2:9][CH2:10][O:11][CH2:12][CH2:13]1. Reactants: ClCCl, c1ccc(CN2CCC(Oc3ccccc3)C2)cc1, O=C(Cl)Cl. Yields the product O=C(Cl)N1CCC(Oc2ccccc2)C1. As a reaction SMILES: [CH2:24]([Cl:25])[Cl:26].[CH2:5]([c:6]1[cH:7][cH:8][cH:9][cH:10][cH:11]1)[N:12]1[CH2:13][CH:14]([O:17][c:18]2[cH:19][cH:20][cH:21][cH:22][cH:23]2)[CH2:15][CH2:16]1.[Cl:1][C:2]([Cl:3])=[O:4]>>[Cl:1][C:2](=[O:4])[N:12]1[CH2:13][CH:14]([O:17][c:18]2[cH:19][cH:20][cH:21][cH:22][cH:23]2)[CH2:15][CH2:16]1. The reactants are C(C)[Mg]Br (ethylmagnesium bromide), O1CCCC1 (tetrahydrofuran), C(#N)C1=NC=CC(=C1)C (2-cyano-4-methylpyridine), O1CCCC1 (tetrahydrofuran), [Cl-].[NH4+] (ammonium chloride). Reaction conditions: temperature -55 celsius, time 30 minute. Product: CC1=CC(=NC=C1)C(CC)=O (1-(4-methylpyridin-2-yl)-propan-1-one). RXN SMILES: [C:1]([C:3]1[CH:8]=[C:7]([CH3:9])[CH:6]=[CH:5][N:4]=1)#N.[CH2:10]([Mg]Br)[CH3:11].[Cl-].[NH4+].[O:16]1CCCC1>>[CH3:9][C:7]1[CH:6]=[CH:5][N:4]=[C:3]([C:1](=[O:16])[CH2:10][CH3:11])[CH:8]=1 |f:2.3|. Reported procedure: To a stirred suspension of 2-cyano-4-methylpyridine (1.0 g) in tetrahydrofuran (10 ml) was added a solution of ethylmagnesium bromide in tetrahydrofuran (0.96M, 9.7 ml) dropwise at −55° C. The reaction mixture was stirred at −55° C. for 30 minutes and warmed to 0° C. Then the mixture was poured into a saturated aqueous ammonium chloride solution and extracted with ethyl acetate twice. The combined organic layer was washed with brine, dried over magnesium sulfate and evaporated under reduced pres... The reactants are ClC=1C=C2N=CC(=NC2=CC1Cl)OC1=CC=C(OC(C(=O)Cl)C)C=C1 (2-[4-(6,7-dichloro-2-quinoxalinyloxy)phenoxy]propionic acid chloride), [Na] (sodium), COC(CC(=O)C)=O (methylacetoacetate), [Cl-].[Na+] (sodium chloride), C(C)(=O)C(C(=O)OC)C(C(C)OC1=CC=C(C=C1)OC1=NC2=CC(=C(C=C2N=C1)Cl)Cl)=O (methyl 2-acetyl-4-[4-(6,7-dichloro-2-quinoxalinyloxy)phenoxy]-3-oxopentanoate), XIV. Run in CS(=O)C (DMSO). Product: ClC=1C=C2N=CC(=NC2=CC1Cl)OC1=CC=C(OC(C(CC(C)=O)=O)C)C=C1 (5-[4-(6,7-dichloro-2-quinoxalinyloxy)phenoxy]-2,4-hexanedione), XV. Reaction SMILES: [C:1]([CH:4]([C:9](=[O:32])[CH:10]([O:12][C:13]1[CH:18]=[CH:17][C:16]([O:19][C:20]2[CH:29]=[N:28][C:27]3[C:22](=[CH:23][C:24]([Cl:31])=[C:25]([Cl:30])[CH:26]=3)[N:21]=2)=[CH:15][CH:14]=1)[CH3:11])C(OC)=O)(=[O:3])[CH3:2].ClC1C=C2C(=CC=1Cl)N=C(OC1C=CC(OC(C)C(Cl)=O)=CC=1)C=N2.[Na].COC(=O)CC(C)=O.[Cl-].[Na+]>CS(C)=O>[Cl:30][C:25]1[CH:26]=[C:27]2[C:22](=[CH:23][C:24]=1[Cl:31])[N:21]=[C:20]([O:19][C:16]1[CH:15]=[CH:14][C:13]([O:12][CH:10]([CH3:11])[C:9](=[O:32])[CH2:4][C:1](=[O:3])[CH3:2])=[CH:18][CH:17]=1)[CH:29]=[N:28]2 |f:4.5,^1:57|. Procedure details: Again, following the same procedures, methyl 2-acetyl-4-[4-(6,7-dichloro-2-quinoxalinyloxy)phenoxy]-3-oxopentanoate (XIV; X' is chloro and X" is chloro) is prepared from 2-[4-(6,7-dichloro-2-quinoxalinyloxy)phenoxy]propionic acid chloride and the sodium salt of methylacetoacetate, and is then heated with sodium chloride and DMSO to yield 5-[4-(6,7-dichloro-2-quinoxalinyloxy)phenoxy]-2,4-hexanedione (XV; X' is chloro and X" is chloro). Starting materials: CS(=O)(=O)c1ccc(B(O)O)cc1, [Na+], [Na+], O=C([O-])[O-], C1COCCO1, Cc1ccc(S(=O)(=O)OC(=CC2CCCC2)c2cc3cc(C4COC(C)(C)O4)cnc3n2S(=O)(=O)c2ccccc2)cc1. Yields the product CC1(C)OCC(c2cnc3c(c2)cc(C(=CC2CCCC2)c2ccc(S(C)(=O)=O)cc2)n3S(=O)(=O)c2ccccc2)O1. RXN SMILES: [CH3:44][S:45](=[O:46])(=[O:47])[c:48]1[cH:49][cH:50][c:51]([B:54]([OH:55])[OH:56])[cH:52][cH:53]1.[Na+:57].[Na+:58].[O-:59][C:60](=[O:61])[O-:62].[O:63]1[CH2:64][CH2:65][O:66][CH2:67][CH2:68]1.[c:1]1([S:7](=[O:8])(=[O:9])[n:10]2[c:11]([C:26](=[CH:27][CH:28]3[CH2:29][CH2:30][CH2:31][CH2:32]3)[O:33][S:34]([c:35]3[cH:36][cH:37][c:38]([CH3:39])[cH:40][cH:41]3)(=[O:42])=[O:43])[cH:12][c:13]3[c:14]2[n:15][cH:16][c:17]([CH:19]2[O:20][C:21]([CH3:24])([CH3:25])[O:22][CH2:23]2)[cH:18]3)[cH:2][cH:3][cH:4][cH:5][cH:6]1>>[c:1]1([S:7](=[O:8])(=[O:9])[n:10]2[c:11]([C:26](=[CH:27][CH:28]3[CH2:29][CH2:30][CH2:31][CH2:32]3)[c:51]3[cH:50][cH:49][c:48]([S:45]([CH3:44])(=[O:46])=[O:47])[cH:53][cH:52]3)[cH:12][c:13]3[c:14]2[n:15][cH:16][c:17]([CH:19]2[O:20][C:21]([CH3:24])([CH3:25])[O:22][CH2:23]2)[cH:18]3)[cH:2][cH:3][cH:4][cH:5][cH:6]1. Starting materials: N#Cc1ccc(F)c(CBr)c1, CCOC(C)=O, Cc1cc2c(cc1F)[nH]c1c(=O)oc3ncccc3c12, CN(C)C=O. The product is Cc1cc2c3c4cccnc4oc(=O)c3n(Cc3cc(C#N)ccc3F)c2cc1F. RXN SMILES: [Br:21][CH2:22][c:23]1[cH:24][c:25]([C:26]#[N:27])[cH:28][cH:29][c:30]1[F:31].[CH3:37][CH2:38][O:39][C:40](=[O:41])[CH3:42].[F:1][c:2]1[c:3]([CH3:20])[cH:4][c:5]2[c:6]3[c:7]4[c:8]([o:9][c:10](=[O:15])[c:11]3[nH:12][c:13]2[cH:14]1)[n:16][cH:17][cH:18][cH:19]4.[O:32]=[CH:33][N:34]([CH3:35])[CH3:36]>>[F:1][c:2]1[c:3]([CH3:20])[cH:4][c:5]2[c:6]3[c:7]4[c:8]([o:9][c:10](=[O:15])[c:11]3[n:12]([CH2:22][c:23]3[cH:24][c:25]([C:26]#[N:27])[cH:28][cH:29][c:30]3[F:31])[c:13]2[cH:14]1)[n:16][cH:17][cH:18][cH:19]4. The reactants are Cl.C(C)N=C=NCCCN(C)C (N1-((ethylimino)methylene)-N3,N3-dimethylpropane-1,3-diamine hydrochloride), FC=1C=C(C=C(C1)F)N1C(CCC1)C=1C=C(C=C2C(C=C(OC12)N1CCOCC1)=O)C(=O)O (8-(1-(3,5-difluorophenyl)pyrrolidin-2-yl)-2-morpholino-4-oxo-4H-chromene-6-carboxylic acid), OC1=[N+](C=CC=C1)[O-] (2-hydroxypyridine 1-oxide), N1CCOCC1 (morpholine). The solvent is C(Cl)Cl (DCM). Conditions: time 4 hour. Yields the product FC=1C=C(C=C(C1)F)N1C(CCC1)C=1C=C(C=C2C(C=C(OC12)N1CCOCC1)=O)C(=O)N1CCOCC1 (8-(1-(3,5-difluorophenyl)pyrrolidin-2-yl)-6-(morpholine-4-carbonyl)-2-morpholino-4H-chromen-4-one). Isolated yield 58.1%. Reaction SMILES: Cl.C(N=C=NCCCN(C)C)C.[F:13][C:14]1[CH:15]=[C:16]([N:21]2[CH2:25][CH2:24][CH2:23][CH:22]2[C:26]2[CH:27]=[C:28]([C:43]([OH:45])=O)[CH:29]=[C:30]3[C:35]=2[O:34][C:33]([N:36]2[CH2:41][CH2:40][O:39][CH2:38][CH2:37]2)=[CH:32][C:31]3=[O:42])[CH:17]=[C:18]([F:20])[CH:19]=1.OC1C=CC=C[N+]=1[O-].[NH:54]1[CH2:59][CH2:58][O:57][CH2:56][CH2:55]1>C(Cl)Cl>[F:20][C:18]1[CH:17]=[C:16]([N:21]2[CH2:25][CH2:24][CH2:23][CH:22]2[C:26]2[CH:27]=[C:28]([C:43]([N:54]3[CH2:59][CH2:58][O:57][CH2:56][CH2:55]3)=[O:45])[CH:29]=[C:30]3[C:35]=2[O:34][C:33]([N:36]2[CH2:37][CH2:38][O:39][CH2:40][CH2:41]2)=[CH:32][C:31]3=[O:42])[CH:15]=[C:14]([F:13])[CH:19]=1 |f:0.1|. Procedure details: N1-((ethylimino)methylene)-N3,N3-dimethylpropane-1,3-diamine hydrochloride (71.4 mg, 0.37 mmol) was added portionwise to a stirred solution of 8-(1-(3,5-difluorophenyl)pyrrolidin-2-yl)-2-morpholino-4-oxo-4H-chromene-6-carboxylic acid (85 mg, 0.19 mmol), 2-hydroxypyridine 1-oxide (41.4 mg, 0.37 mmol) and morpholine (0.033 mL, 0.37 mmol) at room temperature under nitrogen and stirred for 4 h. The reaction mixture was diluted with DCM, washed with water, brine, dried over MgSO4 and concentrated. Th...